From a dataset of the Open Reaction Database (ORD), a public repository of structured organic reaction records. describe an organic reaction: reactants, conditions, products, and yield Starting materials: oxo, B.CSC (borane methyl sulfide), Formula 1, Formula 5, C(C=CC=CC=C)(=O)O (heptatrienoic acid), N1=CC=CC2=CC=CC=C12 (quinoline), BrC=1C=CC=C2CCC(NC12)=O (8-bromo-1,2,3,4-tetrahydro-quinoline-2-one). The product is BrC=1C=CC=C2CCCNC12 (8-bromo-1,2,3,4-tetrahydro-quinoline), Formula 6. RXN SMILES: C(O)(=O)C=CC=CC=C.N1C2C(=CC=CC=2)C=CC=1.[Br:20][C:21]1[CH:22]=[CH:23][CH:24]=[C:25]2[C:30]=1[NH:29][C:28](=O)[CH2:27][CH2:26]2.B.CSC>>[Br:20][C:21]1[CH:22]=[CH:23][CH:24]=[C:25]2[C:30]=1[NH:29][CH2:28][CH2:27][CH2:26]2 |f:3.4|. Reported procedure: An example for a compound in accordance with Formula 2 is 4-iso-propylaniline that serves as the starting material for the presently preferred compounds of the invention. The aniline derivative of Formula 2 is reacted with an acryloyl chloride derivative of Formula 2A in a basic solvent, such as pyridine, to provide the phenyl amide derivative of the acryloic acid of Formula 3. An example of the acryloyl chloride derivative of Formula 2A that is used for the synthesis of the presently preferred ... The reactants are Cl (HCl), O (water), C1(=CC=CC=C1)P(C1=CC=CC=C1)C1=CC=CC=C1 (Triphenylphosphine), N1=CC(=CC=C1)CCCOCCN1C=NC=2C=3N(C4=CC=CC=C4C21)N=NN3 (6-[2-(3-pyridin-3-ylpropoxy)ethyl]-6H-imidazo[4,5-c]tetrazolo[1,5-a]quinoline). The solvent is ClC1=C(C=CC=C1)Cl (1,2-dichlorobenzene). Yields the product C1(=CC=CC=C1)P(C1=CC=CC=C1)C1=CC=CC=C1 (triphenylphosphine), C1(=CC=CC=C1)P(C1=CC=CC=C1)(C1=CC=CC=C1)=O (triphenylphosphine oxide). Reaction SMILES: [C:1]1([P:7]([C:14]2[CH:19]=[CH:18][CH:17]=[CH:16][CH:15]=2)[C:8]2[CH:13]=[CH:12][CH:11]=[CH:10][CH:9]=2)[CH:6]=[CH:5][CH:4]=[CH:3][CH:2]=1.N1C=CC=C(CCC[O:29]CCN2C3C4C(=CC=CC=4)N4N=NN=C4C=3N=C2)C=1.Cl.O>ClC1C=CC=CC=1Cl>[C:14]1([P:7]([C:1]2[CH:2]=[CH:3][CH:4]=[CH:5][CH:6]=2)[C:8]2[CH:13]=[CH:12][CH:11]=[CH:10][CH:9]=2)[CH:15]=[CH:16][CH:17]=[CH:18][CH:19]=1.[C:14]1([P:7](=[O:29])([C:1]2[CH:2]=[CH:3][CH:4]=[CH:5][CH:6]=2)[C:8]2[CH:13]=[CH:12][CH:11]=[CH:10][CH:9]=2)[CH:15]=[CH:16][CH:17]=[CH:18][CH:19]=1. Reported procedure: Triphenylphosphine (27.0 g, 115 mmol) was added to a solution of 6-[2-(3-pyridin-3-ylpropoxy)ethyl]-6H-imidazo[4,5-c]tetrazolo[1,5-a]quinoline (28.7 g, 76.9 mmol) in 1,2-dichlorobenzene (1 L). The reaction was heated at reflux temperature overnight. The dark red solution was cooled to room temperature and treated with 1N HCl (225 ml). A tan precipitate formed. The resulting mixture was concentrated in vacuo to yield a dark red/brown solid. This material was treated with 500 ml water and vigorous... The reactants are C(C)(C)(C)[C@@H]1CC[C@H](CC1)OC=1C=C2C=CC(=CC2=CC1)C(CCC(=O)O)(C)[N+](=O)[O-] (4-(6-(trans-4-tert-butylcyclohexyloxy)naphthalen-2-yl)-4-nitropentanoic acid), C(C)(C)(C)[C@@H]1CC[C@H](CC1)OC=1C(=C2C=CC(=CC2=CC1)C(CCC(=O)OC)(C)[N+](=O)[O-])C(F)(F)F (methyl 4-(6-(trans-4-tert-butylcyclohexyloxy)-5-(trifluoromethyl)naphthalen-2-yl)-4-nitropentanoate). Yields the product C(C)(C)(C)[C@@H]1CC[C@H](CC1)OC=1C(=C2C=CC(=CC2=CC1)C(CCC(=O)O)(C)[N+](=O)[O-])C(F)(F)F (4-(6-(trans-4-tert-butylcyclohexyloxy)-5-(trifluoromethyl)naphthalen-2-yl)-4-nitropentanoic acid). Yield: 10.0%. Reaction SMILES: C([C@H]1CC[C@H](OC2C=C3C(=CC=2)C=C(C([N+]([O-])=O)(C)CCC(O)=O)C=C3)CC1)(C)(C)C.[C:32]([C@H:36]1[CH2:41][CH2:40][C@H:39]([O:42][C:43]2[C:44]([C:64]([F:67])([F:66])[F:65])=[C:45]3[C:50](=[CH:51][CH:52]=2)[CH:49]=[C:48]([C:53]([N+:61]([O-:63])=[O:62])([CH3:60])[CH2:54][CH2:55][C:56]([O:58]C)=[O:57])[CH:47]=[CH:46]3)[CH2:38][CH2:37]1)([CH3:35])([CH3:34])[CH3:33]>>[C:32]([C@H:36]1[CH2:37][CH2:38][C@H:39]([O:42][C:43]2[C:44]([C:64]([F:65])([F:66])[F:67])=[C:45]3[C:50](=[CH:51][CH:52]=2)[CH:49]=[C:48]([C:53]([N+:61]([O-:63])=[O:62])([CH3:60])[CH2:54][CH2:55][C:56]([OH:58])=[O:57])[CH:47]=[CH:46]3)[CH2:40][CH2:41]1)([CH3:33])([CH3:34])[CH3:35]. Procedure: 4-(6-(trans-4-tert-butylcyclohexyloxy)-5-(trifluoromethyl)naphthalen-2-yl)-4-nitropentanoic acid was synthesized as per 4-(6-(trans-4-tert-butylcyclohexyloxy)naphthalen-2-yl)-4-nitropentanoic acid (Example 206) in 10% yield using methyl 4-(6-(trans-4-tert-butylcyclohexyloxy)-5-(trifluoromethyl)naphthalen-2-yl)-4-nitropentanoate as starting material. The reactants are C(C)(C)(C)OO (TBH), C(C=C)(=O)OC (methyl acrylate), S([O-])[O-].C=O.[Na+].[Na+] (sodium formaldehyde sulfoxylate), C(CCCCCCC)S (n-octyl mercaptan), S([O-])[O-].C=O.[Na+].[Na+] (SFS), C(C)(C)(C)OO (tert-butyl hydroperoxide), C(C(=C)C)(=O)OC (methyl methacrylate), C(C=C)(=O)OC (MA), C(C(=C)C)(=O)OC (MMA), 99, polyoxyethylene alkylphenyl ether phosphate sodium salt, [Na+].C(CN(CC(=O)[O-])CC(=O)[O-])N(CC(=O)[O-])CC(=O)[O-].[Na+].[Na+].[Na+] (ethylenediaminetetraacetic acid sodium salt), [Na+].C(CN(CC(=O)[O-])CC(=O)[O-])N(CC(=O)[O-])CC(=O)[O-].[Na+].[Na+].[Na+] (EDTA), ferrous sulfate. The solvent is O (water). Run at temperature 80 celsius, time 1 hour. The product is C(C(=C)C)(=O)OC.C(C=C)(=O)OC (MMA MA). As a reaction SMILES: [Na+].C(N(CC([O-])=O)CC([O-])=O)CN(CC([O-])=O)CC([O-])=O.[Na+].[Na+].[Na+].S([O-])[O-].C=O.[Na+].[Na+].[C:32]([O:37][CH3:38])(=[O:36])[C:33]([CH3:35])=[CH2:34].[C:39]([O:43][CH3:44])(=[O:42])[CH:40]=[CH2:41].C(S)CCCCCCC.C(OO)(C)(C)C>O>[C:32]([O:37][CH3:38])(=[O:36])[C:33]([CH3:35])=[CH2:34].[C:39]([O:43][CH3:44])(=[O:42])[CH:40]=[CH2:41] |f:0.1.2.3.4,5.6.7.8,14.15|. Reported procedure: A separable flask fitted with a condenser, a nitrogen inlet and a stirrer was charged with 300 parts of deionized water, 2 parts of polyoxyethylene alkylphenyl ether phosphate sodium salt [GAFAC LO-529 (trade name); manufactured by Toho Chemical Industry Co., Ltd.] as an emulsifier, 0.0003 part of ethylenediaminetetraacetic acid sodium salt (hereinafter abbreviated as EDTA), 0.2 part of sodium formaldehyde sulfoxylate (hereinafter abbreviated as SFS), and 0.0001 part of ferrous sulfate, and its ... The reactants are COC1=CC=C(C=C1)N(C(=O)C1=C2C(=NC3=CC=CC=C13)OC=C2)S(=O)(=O)CCCC(=O)O (N-(4-Methoxy-phenyl)-N-(carboxypropyl-sulfonyl)-furo[2,3-b]quinoline-4-carboxamide), O1CCN(CC1)CC[N+]#[C-] (2-Morpholino-ethyl-isocyanide), ON1C(CCC1=O)=O (N-Hydroxysuccinimide). Reaction conditions: time 8 hour. The product is COC1=CC=C(C=C1)N(C(=O)C1=C2C(=NC3=CC=CC=C13)OC=C2)S(=O)(=O)CCCC(=O)ON2C(CCC2=O)=O (N-(4-methoxy-phenyl)-N-(succinimidyl-oxycarbonyl-propyl-sulfonyl)-furo[2,3-b]quinoline-4-carboxamide). Isolated yield 63.9%. Reaction SMILES: [CH3:1][O:2][C:3]1[CH:8]=[CH:7][C:6]([N:9]([S:25]([CH2:28][CH2:29][CH2:30][C:31]([OH:33])=[O:32])(=[O:27])=[O:26])[C:10]([C:12]2[C:21]3[C:16](=[CH:17][CH:18]=[CH:19][CH:20]=3)[N:15]=[C:14]3[O:22][CH:23]=[CH:24][C:13]=23)=[O:11])=[CH:5][CH:4]=1.O1CCN(CC[N+]#[C-])CC1.O[N:45]1[C:49](=[O:50])[CH2:48][CH2:47][C:46]1=[O:51]>>[CH3:1][O:2][C:3]1[CH:4]=[CH:5][C:6]([N:9]([S:25]([CH2:28][CH2:29][CH2:30][C:31]([O:33][N:45]2[C:49](=[O:50])[CH2:48][CH2:47][C:46]2=[O:51])=[O:32])(=[O:26])=[O:27])[C:10]([C:12]2[C:21]3[C:16](=[CH:17][CH:18]=[CH:19][CH:20]=3)[N:15]=[C:14]3[O:22][CH:23]=[CH:24][C:13]=23)=[O:11])=[CH:7][CH:8]=1. Procedure details: A mixture of 140 mg (0.26 mmol) N-(4-Methoxy-phenyl)-N-(carboxypropyl-sulfonyl)-furo[2,3-b]quinoline-4-carboxamide 10, 54 μl (0.37 mmol) 2-Morpholino-ethyl-isocyanide (MEI) and 44 mg (0.37 mmol) N-Hydroxysuccinimide (HOSu) was stirred overnight at room temperature. The solvent was removed under vacuum and the oily residue was purified by silica gel column chromatography (eluent: methylene chloride/acetone 9:1+0.1% acetic acid). The appropriate fractions were combined and evaporated to yield 94 m... Starting materials: C(C)(C)(C)C1=CC(=C(S1)NC1=C(C=CC=C1)[N+](=O)[O-])C#N (5-tert-butyl-2-(2-nitro-phenylamino)-thiophene-3-carbonitrile), O.O.[Sn](Cl)Cl (tin(II)chloride dihydrate). Solvent: Cl (HCl), C(C)O (ethanol). Yields the product Cl.C(C)(C)(C)C1=CC=2C(=NC3=C(NC2S1)C=CC=C3)N (2-tert-Butyl-4H-3-thia-4,9-diaza-benzo[f]azulen-10-ylamine hydrochloride). Yield: 90.0%. As a reaction SMILES: [C:1]([C:5]1[S:9][C:8]([NH:10][C:11]2[CH:16]=[CH:15][CH:14]=[CH:13][C:12]=2[N+:17]([O-])=O)=[C:7]([C:20]#[N:21])[CH:6]=1)([CH3:4])([CH3:3])[CH3:2].O.O.[Sn](Cl)[Cl:25]>Cl.C(O)C>[ClH:25].[C:1]([C:5]1[S:9][C:8]2[NH:10][C:11]3[CH:16]=[CH:15][CH:14]=[CH:13][C:12]=3[N:17]=[C:20]([NH2:21])[C:7]=2[CH:6]=1)([CH3:4])([CH3:3])[CH3:2] |f:1.2.3,6.7|. Reported procedure: Add 5-tert-butyl-2-(2-nitro-phenylamino)-thiophene-3-carbonitrile (21.2 g, 70 mmol) to a solution of tin(II)chloride dihydrate (46.1 g, 209 mmol) in conc. HCl (200 mL) and ethanol (600 mL). Reflux the mixture for 2 hours. Concentrate the solution to 200 mL and add to water (1 L). Filter and wash with water then hexanes to obtain the title compound as an orange powder (19.4 g): 1H NMR (DMSO-d6) δ 1.27 (s, 9H), 6.86 (d, 1H), 6.89 (s, 1H), 6.95 (d, 1H), 7.03 (t, 1H), 7.11 (t, 1H), 8.69 (s, 1H), 9.1... The reactants are CCCCCC(=O)C=CC1CCCC(=O)N1CC#CCCCC(=O)OC, CC#N, O=P([O-])([O-])[O-]. Yields the product CCCCCC(=O)C=CC1CCCC(=O)N1CC#CCCCC(=O)O. Reaction SMILES: [CH3:1][O:2][C:3]([CH2:4][CH2:5][CH2:6][C:7]#[C:8][CH2:9][N:10]1[C:11](=[O:25])[CH2:12][CH2:13][CH2:14][CH:15]1[CH:16]=[CH:17][C:18]([CH2:19][CH2:20][CH2:21][CH2:22][CH3:23])=[O:24])=[O:26].[CH3:27][C:28]#[N:29].[O-:30][P:31](=[O:32])([O-:33])[O-:34]>>[O:2]=[C:3]([CH2:4][CH2:5][CH2:6][C:7]#[C:8][CH2:9][N:10]1[C:11](=[O:25])[CH2:12][CH2:13][CH2:14][CH:15]1[CH:16]=[CH:17][C:18]([CH2:19][CH2:20][CH2:21][CH2:22][CH3:23])=[O:24])[OH:26]. Reactants: N(CCCCCCNC1CC(NC(C1)(C)C)(C)C)C1CC(NC(C1)(C)C)(C)C (4,4'(hexamethylenediimino)bis(2,2,6,6-tetramethylpiperidine)), C(C=C)OC1=NC(=NC(=N1)Cl)NC(C)(C)CC(C)(C)C (2-allyloxy-4-chloro-6-t-octylamino-1,3,5-triazine), [OH-].[Na+] (sodium hydroxide). Run in C=1(C(=CC=CC1)C)C (xylene). The product is CC1(NC(CC(C1)N(CCCCCCN(C1CC(NC(C1)(C)C)(C)C)C1=NC(=NC(=N1)OCC=C)NC(C)(C)CC(C)(C)C)C1=NC(=NC(=N1)OCC=C)NC(C)(C)CC(C)(C)C)(C)C)C (2,2'-[Hexamethylenebis[(2,2,6,6-tetramethyl-4-piperidinyl)imino]]bis(4-allyloxy-6-t-octylamino-1,3,5-triazine)). Isolated yield 68.3%. As a reaction SMILES: [NH:1]([CH:19]1[CH2:24][C:23]([CH3:26])([CH3:25])[NH:22][C:21]([CH3:28])([CH3:27])[CH2:20]1)[CH2:2][CH2:3][CH2:4][CH2:5][CH2:6][CH2:7][NH:8][CH:9]1[CH2:14][C:13]([CH3:16])([CH3:15])[NH:12][C:11]([CH3:18])([CH3:17])[CH2:10]1.[CH2:29]([O:32][C:33]1[N:38]=[C:37](Cl)[N:36]=[C:35]([NH:40][C:41]([CH2:44][C:45]([CH3:48])([CH3:47])[CH3:46])([CH3:43])[CH3:42])[N:34]=1)[CH:30]=[CH2:31].[OH-:49].[Na+]>C1(C)C(C)=CC=CC=1>[CH3:25][C:23]1([CH3:26])[CH2:24][CH:19]([N:1]([C:37]2[N:38]=[C:33]([O:49][CH2:31][CH:30]=[CH2:29])[N:34]=[C:35]([NH:40][C:41]([CH2:44][C:45]([CH3:46])([CH3:48])[CH3:47])([CH3:43])[CH3:42])[N:36]=2)[CH2:2][CH2:3][CH2:4][CH2:5][CH2:6][CH2:7][N:8]([C:37]2[N:38]=[C:33]([O:32][CH2:29][CH:30]=[CH2:31])[N:34]=[C:35]([NH:40][C:41]([CH2:44][C:45]([CH3:48])([CH3:47])[CH3:46])([CH3:43])[CH3:42])[N:36]=2)[CH:9]2[CH2:14][C:13]([CH3:16])([CH3:15])[NH:12][C:11]([CH3:17])([CH3:18])[CH2:10]2)[CH2:20][C:21]([CH3:28])([CH3:27])[NH:22]1 |f:2.3|. Reported procedure: A stirred mixture of 4,4'(hexamethylenediimino)bis(2,2,6,6-tetramethylpiperidine) (10.0 grams; 0.025 mole), 2-allyloxy-4-chloro-6-t-octylamino-1,3,5-triazine (15.1 grams; 0.05 mole), and powdered sodium hydroxide (2.0 grams; 0.05 mole) in xylene (150 mls) is heated at reflux for 24 hours while removing by-product water by means of a trap. The reaction mixture is filtered while hot to remove insolubles. Upon cooling the filtrate, a white crystalline solid precipitates. The solid is recovered by f... Reactants: C1(=CC=CC=C1)C (toluene), C(C1=CC=CC=C1)OC1=CC=C(C=C1)C=1C(N2C=CC3=C(C2=C(C1)C(=O)O)N=CN3C)=O (8-(4-benzyloxy-phenyl)-3-methyl-7-oxo-3,7-dihydro-imidazo[4,5-a]-quinolizine-10-carboxylic acid), COCCNCCC ((2-methoxy-ethyl)-propyl-amine), O=S(Cl)Cl (SOCl2), CN(C)C=O (DMF). Solvent: C(C)N(CC)CC (triethylamine), ClCCl (dichloromethane). The product is COCCN(C(=O)C=1C=C(C(N2C=CC3=C(C12)N=CN3C)=O)C3=CC=C(C=C3)OCC3=CC=CC=C3)CCC (8-(4-Benzyloxy-phenyl)-3-methyl-7-oxo-3,7-dihydro-imidazo [4,5-a]-quinolizine-10-carboxylic acid (2-methoxy-ethyl)-propyl-amide). RXN SMILES: [CH2:1]([O:8][C:9]1[CH:14]=[CH:13][C:12]([C:15]2[C:16](=[O:32])[N:17]3C(=C(C(O)=O)[CH:24]=2)[C:21]2[N:28]=[CH:29][N:30]([CH3:31])[C:20]=2[CH:19]=[CH:18]3)=[CH:11][CH:10]=1)[C:2]1[CH:7]=[CH:6][CH:5]=[CH:4][CH:3]=1.O=S(Cl)Cl.CN(C=[O:41])C.[CH3:42][O:43][CH2:44][CH2:45][NH:46][CH2:47][CH2:48][CH3:49].[C:50]1([CH3:56])C=CC=C[CH:51]=1>ClCCl.C(N(CC)CC)C>[CH3:42][O:43][CH2:44][CH2:45][N:46]([CH2:51][CH2:50][CH3:56])[C:47]([C:48]1[CH:24]=[C:15]([C:12]2[CH:11]=[CH:10][C:9]([O:8][CH2:1][C:2]3[CH:3]=[CH:4][CH:5]=[CH:6][CH:7]=3)=[CH:14][CH:13]=2)[C:16](=[O:32])[N:17]2[C:49]=1[C:21]1[N:28]=[CH:29][N:30]([CH3:31])[C:20]=1[CH:19]=[CH:18]2)=[O:41]. Procedure: From 8-(4-benzyloxy-phenyl)-3-methyl-7-oxo-3,7-dihydro-imidazo[4,5-a]-quinolizine-10-carboxylic acid with SOCl2 and DMF in toluene and treatment with triethylamine and (2-methoxy-ethyl)-propyl-amine in dichloromethane. The reactants are C(C=C)[C@@]1(C(N([C@@H]([C@H](C1)C1=CC(=CC=C1)Cl)C1=CC=C(C=C1)Cl)[C@H](CO)CC)=O)C ((3S,5R,6S)-3-allyl-5-(3-chlorophenyl)-6-(4-chlorophenyl)-1-((S)-1-hydroxybutan-2-yl)-3-methylpiperidin-2-one), O (water), 1,1,1,-tris(acetoxy)-1,1-dihydro-1,2-benziodoxol-3-(1H)one. Solvent: C(Cl)Cl (DCM). Yields the product C(C=C)[C@@]1(C(N([C@@H]([C@H](C1)C1=CC(=CC=C1)Cl)C1=CC=C(C=C1)Cl)[C@H](C=O)CC)=O)C ((S)-2-((3S,5R,6S)-3-Allyl-5-(3-chlorophenyl)-6-(4-chlorophenyl)-3-methyl-2-oxopiperidin-1-yl)butanal). As a reaction SMILES: [CH2:1]([C@@:4]1([CH3:30])[CH2:9][C@H:8]([C:10]2[CH:15]=[CH:14][CH:13]=[C:12]([Cl:16])[CH:11]=2)[C@@H:7]([C:17]2[CH:22]=[CH:21][C:20]([Cl:23])=[CH:19][CH:18]=2)[N:6]([C@@H:24]([CH2:27][CH3:28])[CH2:25][OH:26])[C:5]1=[O:29])[CH:2]=[CH2:3].O>C(Cl)Cl>[CH2:1]([C@@:4]1([CH3:30])[CH2:9][C@H:8]([C:10]2[CH:15]=[CH:14][CH:13]=[C:12]([Cl:16])[CH:11]=2)[C@@H:7]([C:17]2[CH:18]=[CH:19][C:20]([Cl:23])=[CH:21][CH:22]=2)[N:6]([C@@H:24]([CH2:27][CH3:28])[CH:25]=[O:26])[C:5]1=[O:29])[CH:2]=[CH2:3]. Procedure: To a solution of 218 mg (0.49 mmol) of (3S,5R,6S)-3-allyl-5-(3-chlorophenyl)-6-(4-chlorophenyl)-1-((S)-1-hydroxybutan-2-yl)-3-methylpiperidin-2-one (Example 91, Step B) in a mixture of water (13.20 μL, 0.733 mmol) and DCM (4883 μL) was added 1,1,1,-tris(acetoxy)-1,1-dihydro-1,2-benziodoxol-3-(1H)one (“Dess Martin periodinane”) (311 mg, 0.733 mmol) at ambient temperature. The reaction was monitored by LCMS, and several small portions of additional periodinane were added until the reaction was com...